From a dataset of the Open Reaction Database (ORD), a public repository of structured organic reaction records. describe an organic reaction: reactants, conditions, products, and yield The reactants are O=C([O-])O, CCOC(C)=O, CN(C)C=O, O=C(Cl)C(=O)Cl, Cl, NC(Cc1ccc(C(F)(F)F)cc1)C(O)c1ccc(F)cc1, [Na+], O=C(O)c1cccc2c1-c1ccccc1C2=O, C1CCOC1, O. Yields the product O=C(NC(Cc1ccc(C(F)(F)F)cc1)C(O)c1ccc(F)cc1)c1cccc2c1-c1ccccc1C2=O. Reaction SMILES: [C:47](=[O:48])([O-:49])[OH:50].[CH3:57][CH2:58][O:59][C:60](=[O:61])[CH3:62].[CH3:64][N:65]([CH3:66])[CH:67]=[O:68].[Cl:18][C:19]([C:20]([Cl:21])=[O:22])=[O:23].[ClH:24].[F:25][c:26]1[cH:27][cH:28][c:29]([CH:32]([CH:33]([CH2:34][c:35]2[cH:36][cH:37][c:38]([C:41]([F:42])([F:43])[F:44])[cH:39][cH:40]2)[NH2:45])[OH:46])[cH:30][cH:31]1.[Na+:51].[O:1]=[C:2]1[c:3]2[cH:4][cH:5][cH:6][cH:7][c:8]2-[c:9]2[c:10]([C:15](=[O:16])[OH:17])[cH:11][cH:12][cH:13][c:14]21.[O:52]1[CH2:53][CH2:54][CH2:55][CH2:56]1.[OH2:63]>>[O:1]=[C:2]1[c:3]2[cH:4][cH:5][cH:6][cH:7][c:8]2-[c:9]2[c:10]([C:15](=[O:16])[NH:45][CH:33]([CH:32]([c:29]3[cH:28][cH:27][c:26]([F:25])[cH:31][cH:30]3)[OH:46])[CH2:34][c:35]3[cH:36][cH:37][c:38]([C:41]([F:42])([F:43])[F:44])[cH:39][cH:40]3)[cH:11][cH:12][cH:13][c:14]21. Reactants: (methoxymethyl)triphenylphosphorium chloride, C1CCOC1 (THF), O=C1OCC2=NC(=CC=C21)C=O (5-oxo-5,7-dihydro-furo[3,4-b]pyridine-2-carbaldehyde), CC(C)([O-])C.[K+] (potassium tert butoxide), solution, [NH4+].[Cl-] (NH4Cl). Run in CC(C)(C)O (tBuOH), CC(C)(C)O (tBuOH). Conditions: time 30 minute. Product: CO/C=C/C1=CC=C2C(=N1)COC2=O (E-2-(2-Methoxy-vinyl)-7H-furo[3,4-b]pyridin-5-one), CO\C=C/C1=CC=C2C(=N1)COC2=O (Z-2-(2-Methoxy-vinyl)-7H-furo[3,4-b]pyridin-5-one). Reaction SMILES: CC(C)([O-])C.[K+].[O:7]=[C:8]1[C:16]2[C:11](=[N:12][C:13]([CH:17]=O)=[CH:14][CH:15]=2)[CH2:10][O:9]1.[NH4+].[Cl-].C1[CH2:25][O:24][CH2:23]C1>CC(O)(C)C>[CH3:23][O:24]/[CH:25]=[CH:17]/[C:13]1[N:12]=[C:11]2[CH2:10][O:9][C:8](=[O:7])[C:16]2=[CH:15][CH:14]=1.[CH3:23][O:24]/[CH:25]=[CH:17]\[C:13]1[N:12]=[C:11]2[CH2:10][O:9][C:8](=[O:7])[C:16]2=[CH:15][CH:14]=1 |f:0.1,3.4|. Procedure details: To a suspension of (methoxymethyl)triphenylphosphorium chloride (889 mg, 2.6 mmol) in anhydrous THF (10 mL) is added slowly to a solution of potassium tert butoxide in tBuOH (2.4 mL of a 1.0 M solution in tBuOH, 2.4 mmol) under an argon atmosphere. The brown reaction mixture is stirred at room temperature for 30 min, cooled to 0° C. and treated with 5-oxo-5,7-dihydro-furo[3,4-b]pyridine-2-carbaldehyde (326 mg, 2.0 mmol) in one portion. The dark brown reaction mixture is stirred at room temperatu... Reactants: CCOCC, CC(CC=O)CC(C)(C)C, [Cl-], [NH4+], N#C[Na], O. The product is CC(CC(N)C#N)CC(C)(C)C. As a reaction SMILES: [CH3:13][CH2:14][O:15][CH2:16][CH3:17].[CH3:1][CH:2]([CH2:3][CH:4]=[O:5])[CH2:6][C:7]([CH3:8])([CH3:9])[CH3:10].[Cl-:11].[NH4+:12].[Na:18][C:19]#[N:20].[OH2:21]>>[CH3:1][CH:2]([CH2:3][CH:4]([NH2:12])[C:19]#[N:20])[CH2:6][C:7]([CH3:8])([CH3:9])[CH3:10]. Reactants: O=C1CCCO1, NC1CCC(O)CC1. Yields the product O=C1CCCN1C1CCC(O)CC1. Reaction SMILES: [C:9]1(=[O:14])[CH2:10][CH2:11][CH2:12][O:13]1.[NH2:1][CH:2]1[CH2:3][CH2:4][CH:5]([OH:8])[CH2:6][CH2:7]1>>[N:1]1([CH:2]2[CH2:3][CH2:4][CH:5]([OH:8])[CH2:6][CH2:7]2)[CH2:9][CH2:10][CH2:11][C:12]1=[O:13].